Dataset: the Open Reaction Database (ORD), a public repository of structured organic reaction records. Task: describe an organic reaction: reactants, conditions, products, and yield Starting materials: C(C)(C)(C)OC(=O)N([C@H]1CN(CC1)C(=O)OCC1=CC=CC=C1)C (benzyl (3R)-3-[(tert-butoxycarbonyl)(methyl)amino]pyrrolidine-1-carboxylate). Reagents/catalysts: [OH-].[OH-].[Pd+2] (Pd(OH)2 on carbon). Run in CO (MeOH). Yields the product CN(C(OC(C)(C)C)=O)[C@H]1CNCC1 (tert-Butyl methyl[(3R)-pyrrolidin-3-yl]carbamate). Reaction SMILES: [C:1]([O:5][C:6]([N:8]([CH3:24])[C@@H:9]1[CH2:13][CH2:12][N:11](C(OCC2C=CC=CC=2)=O)[CH2:10]1)=[O:7])([CH3:4])([CH3:3])[CH3:2]>CO.[OH-].[OH-].[Pd+2]>[CH3:24][N:8]([C@@H:9]1[CH2:13][CH2:12][NH:11][CH2:10]1)[C:6](=[O:7])[O:5][C:1]([CH3:4])([CH3:2])[CH3:3] |f:2.3.4|. Procedure details: To a stirred solution of benzyl (3R)-3-[(tert-butoxycarbonyl)(methyl)amino]pyrrolidine-1-carboxylate 34a (1.5 g, 5.17 mmole) in MeOH (10 ml) was added Pd(OH)2 on carbon (150 mg). The reaction mixture was under 1 atmosphere of H2 overnight, filtered through celite and concentrated, in vacuo. The residue obtained was used directly in the subsequent reaction without any further purification, vide infra. 1H NMR (300 MHz, CD3OD) δ 4.47 (1H, m), 3.20 (1H, m), 2.91 (2H, m), 2.76 (1H, m), 2.69 (3H, s), ... Reactants: CCO, Cc1cccc2c(=O)[nH]c(CCN3CCCC3CO)cc12, O=P(O)(O)O. The product is Cc1cccc2c(=O)[nH]c(CCN3CCCC3CO)cc12, O=P(O)(O)O. Reaction SMILES: [CH3:27][CH2:28][OH:29].[OH:1][CH2:2][CH:3]1[N:4]([CH2:8][CH2:9][c:10]2[nH:11][c:12](=[O:21])[c:13]3[cH:14][cH:15][cH:16][c:17]([CH3:20])[c:18]3[cH:19]2)[CH2:5][CH2:6][CH2:7]1.[P:22]([OH:23])([OH:24])([OH:25])=[O:26]>>[OH:1][CH2:2][CH:3]1[N:4]([CH2:8][CH2:9][c:10]2[nH:11][c:12](=[O:21])[c:13]3[cH:14][cH:15][cH:16][c:17]([CH3:20])[c:18]3[cH:19]2)[CH2:5][CH2:6][CH2:7]1.[P:22](=[O:23])([OH:24])([OH:25])[OH:26]. Starting materials: O=CC1=CC(OC)=C(O)C=C1 (vanillin), FC1=C(C=C(C#N)C=C1)C(F)(F)F (4-fluoro-3-trifluoromethylbenzonitrile). The product is C(=O)C1=CC(=C(OC2=C(C=C(C#N)C=C2)C(F)(F)F)C=C1)OC (4-(4-Formyl-2-methoxy-phenoxy)-3-trifluoromethyl-benzonitrile). Reaction SMILES: [O:1]=[CH:2][C:3]1[CH:11]=[CH:10][C:8]([OH:9])=[C:5]([O:6][CH3:7])[CH:4]=1.F[C:13]1[CH:20]=[CH:19][C:16]([C:17]#[N:18])=[CH:15][C:14]=1[C:21]([F:24])([F:23])[F:22]>>[CH:2]([C:3]1[CH:11]=[CH:10][C:8]([O:9][C:13]2[CH:20]=[CH:19][C:16]([C:17]#[N:18])=[CH:15][C:14]=2[C:21]([F:22])([F:24])[F:23])=[C:5]([O:6][CH3:7])[CH:4]=1)=[O:1]. Procedure details: 4-(4-Formyl-2-methoxy-phenoxy)-3-trifluoromethyl-benzonitrile was prepared from vanillin and 4-fluoro-3-trifluoromethylbenzonitrile following General Procedure A. 1H NMR (400 Hz, CDCl3) δ 10.00 (s, 1H), 8.00 (m, 1H), 7.68 (dd, 1H), 7.58-7.53 (m, 2H), 7.29 (d, 1H), 6.75 (d, 1H), 3.83 (s, 3H); LC/MS (m/z) [M+1]+322.1 (calculated for C16H11F3NO3, 322.06). Starting materials: ClC1=C(C(=O)O)C=CC=C1 (2-chlorobenzoic acid), C(=O)(N1C=NC=C1)N1C=NC=C1 (1,1'-carbonyldiimidazole), C(CCCC)N(C(=O)N1CCC2=CC=CC=C12)CC1=CC=C(C=C1)C1=C(C=CC=C1)S(N)(=O)=O (1-[N-pentyl-N-[(2'-sulfamoylbiphenyl-4-yl)methyl]carbamoyl]indoline), N12CCCCCC2=NCCC1 (1,8-diazabicyclo[5.4.0]undec-7-ene). Solvent: C1CCOC1 (THF), C1CCOC1 (THF). Conditions: temperature 55 celsius, time 29 hour. Product: ClC1=C(C(=O)NS(=O)(=O)C2=C(C=CC=C2)C2=CC=C(C=C2)CN(C(=O)N2CCC3=CC=CC=C23)CCCCC)C=CC=C1 (1-[N-[[2'-[N-(2-Chlorobenzoyl)sulfamoyl]biphenyl-4-yl]methyl]-N-pentylcarbamoyl]indoline). The yield is 67.8%. As a reaction SMILES: [Cl:1][C:2]1[CH:10]=[CH:9][CH:8]=[CH:7][C:3]=1[C:4]([OH:6])=O.C(N1C=CN=C1)(N1C=CN=C1)=O.[CH2:23]([N:28]([CH2:40][C:41]1[CH:46]=[CH:45][C:44]([C:47]2[CH:52]=[CH:51][CH:50]=[CH:49][C:48]=2[S:53](=[O:56])(=[O:55])[NH2:54])=[CH:43][CH:42]=1)[C:29]([N:31]1[C:39]2[C:34](=[CH:35][CH:36]=[CH:37][CH:38]=2)[CH2:33][CH2:32]1)=[O:30])[CH2:24][CH2:25][CH2:26][CH3:27].N12CCCN=C1CCCCC2>C1COCC1>[Cl:1][C:2]1[CH:10]=[CH:9][CH:8]=[CH:7][C:3]=1[C:4]([NH:54][S:53]([C:48]1[CH:49]=[CH:50][CH:51]=[CH:52][C:47]=1[C:44]1[CH:43]=[CH:42][C:41]([CH2:40][N:28]([CH2:23][CH2:24][CH2:25][CH2:26][CH3:27])[C:29]([N:31]2[C:39]3[C:34](=[CH:35][CH:36]=[CH:37][CH:38]=3)[CH2:33][CH2:32]2)=[O:30])=[CH:46][CH:45]=1)(=[O:56])=[O:55])=[O:6]. Procedure details: A solution of 21 mg (0.13 mmole) of 2-chlorobenzoic acid and 22 mg (0.13 mmole) of 1,1'-carbonyldiimidazole (CDI) in 0.8 mL of THF was stirred under N2 at 65° C. for 2.5 hours. Subsequently, a solution of 32 mg (0.067 mmole) of 1-[N-pentyl-N-[(2'-sulfamoylbiphenyl-4-yl)methyl]carbamoyl]indoline (from Step B) and 20 μL (0.13 mmole) of 1,8-diazabicyclo[5.4.0]undec-7-ene (DBU) in 0.8 mL of THF was added. After stirring for 29 hours at 55° C., the mixture was partitioned between EtOAc and 5% citric ... Reactants: O.Cl.ClC1=CC(=C(N)C=C1)C(C(F)(F)F)=O (4-Chloro-2-trifluoroacetylaniline, hydrochloride hydrate), [OH-].[Na+] (NaOH), COC1=CC=C(CO)C=C1 (4-methoxybenzyl alcohol), CC=1C=CC(=CC1)S(=O)(=O)O (TsOH). Run in C1(=CC=CC=C1)C (toluene), O (water), O.C1(=CC=CC=C1)C (water toluene). The product is COC1=CC=C(CNC2=C(C=C(C=C2)Cl)C(C(F)(F)F)=O)C=C1 (N-((4'-Methoxy)benzyl)-4-chloro-2-trifluoroacetylaniline). Reaction SMILES: O.Cl.[Cl:3][C:4]1[CH:10]=[CH:9][C:7]([NH2:8])=[C:6]([C:11](=[O:16])[C:12]([F:15])([F:14])[F:13])[CH:5]=1.[OH-].[Na+].[CH3:19][O:20][C:21]1[CH:28]=[CH:27][C:24]([CH2:25]O)=[CH:23][CH:22]=1.CC1C=CC(S(O)(=O)=O)=CC=1>C1(C)C=CC=CC=1.O.O.C1(C)C=CC=CC=1>[CH3:19][O:20][C:21]1[CH:28]=[CH:27][C:24]([CH2:25][NH:8][C:7]2[CH:9]=[CH:10][C:4]([Cl:3])=[CH:5][C:6]=2[C:11](=[O:16])[C:12]([F:14])([F:15])[F:13])=[CH:23][CH:22]=1 |f:0.1.2,3.4,9.10|. Procedure: To a slurry of 4-Chloro-2-trifluoroacetylaniline, hydrochloride hydrate (40.0 kg, 144 mol) in toluene (140 kg) and water (50 L) was added 30% NaOH (18 kg) to pH 7.0. After removing the aqueous phase, 4-methoxybenzyl alcohol (20 kg, 144 mol) and TsOH (1.0 kg, 5.3 mol) were added. The solution was heated to reflux and the water/toluene azeotrope (30 L) distilled. The solution was cooled to room temperature and washed with saturated brine (80 kg).